Dataset: the Open Reaction Database (ORD), a public repository of structured organic reaction records. Task: describe an organic reaction: reactants, conditions, products, and yield Reactants: [I-].[Li+] (lithium iodide), C([O-])([O-])=O.[K+].[K+] (Potassium carbonate), BrCC1=CC(=NC=C1)F (4-bromomethyl-2-fluoro-pyridine), C(C)(C)C1=C(NC(NC1=O)=O)C(C=1C=C(C#N)C=C(C1)C)=NOCC1=CC=C(C=C1)OC (3-[(5-Isopropyl-2,6-dioxo-1,2,3,6-tetrahydro-pyrimidin-4-yl)-(4-methoxybenzyloxyimino)-methyl]-5-methyl-benzonitrile). Solvent: CN(C)C=O (DMF), C(C)(=O)OCC (Ethyl acetate). Conditions: time 8 hour. Yields the product FC1=NC=CC(=C1)CN1C(NC(C(=C1C(C=1C=C(C#N)C=C(C1)C)=NOCC1=CC=C(C=C1)OC)C(C)C)=O)=O (3-[[3-(2-Fluoro-pyridin-4-ylmethyl)-5-isopropyl-2,6-dioxo-1,2,3,6-tetrahydro-pyrimidin-4-yl]-(4-methoxy-benzyloxyimino)-methyl]-5-methyl-benzonitrile). As a reaction SMILES: [CH:1]([C:4]1[C:9](=[O:10])[NH:8][C:7](=[O:11])[NH:6][C:5]=1[C:12](=[N:22][O:23][CH2:24][C:25]1[CH:30]=[CH:29][C:28]([O:31][CH3:32])=[CH:27][CH:26]=1)[C:13]1[CH:14]=[C:15]([CH:18]=[C:19]([CH3:21])[CH:20]=1)[C:16]#[N:17])([CH3:3])[CH3:2].C(=O)([O-])[O-].[K+].[K+].Br[CH2:40][C:41]1[CH:46]=[CH:45][N:44]=[C:43]([F:47])[CH:42]=1.[I-].[Li+]>CN(C=O)C.C(OCC)(=O)C>[F:47][C:43]1[CH:42]=[C:41]([CH2:40][N:6]2[C:5]([C:12](=[N:22][O:23][CH2:24][C:25]3[CH:26]=[CH:27][C:28]([O:31][CH3:32])=[CH:29][CH:30]=3)[C:13]3[CH:14]=[C:15]([CH:18]=[C:19]([CH3:21])[CH:20]=3)[C:16]#[N:17])=[C:4]([CH:1]([CH3:3])[CH3:2])[C:9](=[O:10])[NH:8][C:7]2=[O:11])[CH:46]=[CH:45][N:44]=1 |f:1.2.3,5.6|. Reported procedure: 3-[(5-Isopropyl-2,6-dioxo-1,2,3,6-tetrahydro-pyrimidin-4-yl)-(4-methoxybenzyloxyimino)-methyl]-5-methyl-benzonitrile (71 mg, 0.164 mmol, 1.2 eq.) was dissolved in 2.0 mL DMF. Potassium carbonate (19 mg, 0.137 mmol, 1 eq.) and 4-bromomethyl-2-fluoro-pyridine (26 mg, 1 eq.) were added to the reaction, followed by lithium iodide (18 mg, 1 eq.) The reaction was stirred at room temperature overnight. Ethyl acetate was added to the reaction mixture, followed by washing with brine. The organic layer wa... Starting materials: C(C1=CC=CC=C1)N1C(C2CCC(C1=O)N2C)=O (3-benzyl-8-methyl-3,8-diazabicyclo[3.2.1]octane-2,4-dione), O1CCOCC1.[H-].[H-].[H-].[H-].[Li+].[Al+3] (dioxane LiAlH4), O (water). Solvent: O1CCOCC1 (dioxane). Run at time 18 hour. The product is C(C1=CC=CC=C1)N1CC2CCC(C1)N2C (3-Benzyl-8-methyl-3,8-diazabicyclo[3.2.1]octane). Reaction SMILES: [CH2:1]([N:8]1[C:14](=O)[CH:13]2[N:16]([CH3:17])[CH:10]([CH2:11][CH2:12]2)[C:9]1=O)[C:2]1[CH:7]=[CH:6][CH:5]=[CH:4][CH:3]=1.O1CCOCC1.[H-].[H-].[H-].[H-].[Li+].[Al+3].O>O1CCOCC1>[CH2:1]([N:8]1[CH2:14][CH:13]2[N:16]([CH3:17])[CH:10]([CH2:11][CH2:12]2)[CH2:9]1)[C:2]1[CH:3]=[CH:4][CH:5]=[CH:6][CH:7]=1 |f:1.2.3.4.5.6.7|. Procedure details: To a solution of 3-benzyl-8-methyl-3,8-diazabicyclo[3.2.1]octane-2,4-dione (28.3 g, 0.116 mol) in 200 ml of absolute dioxane LiAlH4 (7.6 g, 0.2 mol) was added and the mixture boiled under argon for 18 h. Then a mixture of water (7.5 ml) and dioxane (40 ml) was added dropwise to the reaction mixture. The suspension was mixed for 20 min and filtered trough a dense glass filter. The filtrate was evaporated and the residue was distilled on Büchi oven for distillation at 120° C. and 0.1 mbar. Yield 1... Reactants: Cc1ccc(S(=O)(=O)n2cc(C=CC(=O)N(C)C)nc2C)cc1, CC(=O)OC(C)=O, c1ccncc1. Product: Cc1nc(C=CC(=O)N(C)C)c[nH]1. As a reaction SMILES: [CH3:1][N:2]([C:3]([CH:4]=[CH:5][c:6]1[n:7][c:8]([CH3:21])[n:9]([S:11]([c:12]2[cH:13][cH:14][c:15]([CH3:16])[cH:17][cH:18]2)(=[O:19])=[O:20])[cH:10]1)=[O:22])[CH3:23].[CH3:30][C:31]([O:32][C:33](=[O:34])[CH3:35])=[O:36].[cH:24]1[cH:25][cH:26][n:27][cH:28][cH:29]1>>[CH3:1][N:2]([C:3]([CH:4]=[CH:5][c:6]1[n:7][c:8]([CH3:21])[nH:9][cH:10]1)=[O:22])[CH3:23]. Starting materials: N(=O)[O-].[Na+] (NaNO2), Cl (HCl), C(#N)[Cu] (CuCN), [C-]#N.[K+] (KCN), NC=1C=C(C(=O)O)C=CC1Cl (3-Amino-4-chlorobenzoic acid), Cl (HCl). Solvent: O (water), O (water), O (water). Conditions: temperature 5 celsius, time 30 minute. Yields the product C(#N)C=1C=C(C(=O)O)C=CC1Cl (3-Cyano-4-chloro-benzoic acid). The yield is 80.3%. As a reaction SMILES: N[C:2]1[CH:3]=[C:4]([CH:8]=[CH:9][C:10]=1[Cl:11])[C:5]([OH:7])=[O:6].Cl.N([O-])=O.[Na+].[C:17]([Cu])#[N:18].[C-]#N.[K+]>O>[C:17]([C:2]1[CH:3]=[C:4]([CH:8]=[CH:9][C:10]=1[Cl:11])[C:5]([OH:7])=[O:6])#[N:18] |f:2.3,5.6|. Procedure details: 3-Amino-4-chlorobenzoic acid (18.72 g, 109.1 mmol), commercially available, was added to a mixture of water (200 mL) and 37% HCl (35 mL), and the resulting slurry was cooled to 5° C. A solution of NaNO2 (8.65 g, 125 mmol) in water (70 mL) was added dropwise, and the solution stirred at 5° C for 30 min. The solution was then added to a slurry consisting of water (400 mL), CuCN (9.85 g, 109 mmol),and KCN(12.06g, 185 mmol), while maintaining the temperature at5°-10° C. The mixture was stirred at 10... Reactants: CC(=O)C1=CC=C(C=C1)Cl (4-chloroacetophenone), CCOCC (ether), BrBr (bromine). The solvent is O1CCOCC1 (dioxane). Yields the product C1=CC(=CC=C1C(=O)CBr)Cl (α-bromo-4-chloroacetophenone). Reaction SMILES: [CH3:1][C:2]([C:4]1[CH:9]=[CH:8][C:7]([Cl:10])=[CH:6][CH:5]=1)=[O:3].CCOCC.[Br:16]Br>O1CCOCC1>[CH:5]1[C:4]([C:2]([CH2:1][Br:16])=[O:3])=[CH:9][CH:8]=[C:7]([Cl:10])[CH:6]=1. Procedure details: To a stirred, cooled solution of 4-chloroacetophenone (100 g, 0.65 mole), anhydrous ether (650 ml) and dioxane (325 ml) was added bromine (35 ml, 0.65 mole) dropwise over a period of 1.25 hours, keeping the temperature at 20° C. (±5° C.). The solution was then washed with water (3 × 1 l). The collected ether layer was dried over magnesium sulfate and the ether solution was evaporated under reduced pressure to give a solid. The solid was washed with water, collected by filtration, and air-dried t...